Dataset: the Open Reaction Database (ORD), a public repository of structured organic reaction records. Task: describe an organic reaction: reactants, conditions, products, and yield Starting materials: O=C([O-])[O-], CC#N, CC(C)I, O=[N+]([O-])c1cc(O)c(Cl)cc1F, [K+], [K+], O. Product: CC(C)Oc1cc([N+](=O)[O-])c(F)cc1Cl. As a reaction SMILES: [C:13](=[O:14])([O-:15])[O-:16].[CH3:24][C:25]#[N:26].[CH:19]([CH3:20])([CH3:21])[I:22].[Cl:1][c:2]1[c:3]([OH:12])[cH:4][c:5]([N+:9](=[O:10])[O-:11])[c:6]([F:8])[cH:7]1.[K+:17].[K+:18].[OH2:23]>>[Cl:1][c:2]1[c:3]([O:12][CH:19]([CH3:20])[CH3:21])[cH:4][c:5]([N+:9](=[O:10])[O-:11])[c:6]([F:8])[cH:7]1. Starting materials: C(CCC)OCCCC (dibutyl ether), BrC12CC3CC(CC(C1)C3)C2 (1-bromoadamantane), [Mg] (magnesium), C(CCC)OCCCC (dibutyl ether), C(C)Br (ethyl bromide), C(CCC)OCCCC (dibutyl ether), C(CCC)OCCCC (dibutyl ether). Conditions: time 4 hour. Yields the product C(CCC)OCCCC (dibutyl ether), C12(CC3CC(CC(C1)C3)C2)[Mg]Br (1-adamantyl magnesium bromide). Reaction SMILES: [Mg:1].[CH2:2]([O:6][CH2:7][CH2:8][CH2:9][CH3:10])[CH2:3][CH2:4][CH3:5].Br[C:12]12[CH2:21][CH:16]3[CH2:17][CH:18]([CH2:20][CH:14]([CH2:15]3)[CH2:13]1)[CH2:19]2.C([Br:24])C>>[CH2:2]([O:6][CH2:7][CH2:8][CH2:9][CH3:10])[CH2:3][CH2:4][CH3:5].[C:12]12([Mg:1][Br:24])[CH2:21][CH:16]3[CH2:15][CH:14]([CH2:20][CH:18]([CH2:17]3)[CH2:19]1)[CH2:13]2. Procedure: 21.4 g (0.880 mol) of magnesium and 125.0 g (0.960 mol) of dibutyl ether were charged in a 1,000 ml flask equipped with a reflux condenser, a dropping funnel and a stirring apparatus, in an atmosphere of nitrogen, and after stirring was started, a solution having 172.1 g (0.800 mol) of 1-bromoadamantane and 4.36 g (0.0400 mol) of ethyl bromide diluted with 250.0 g (1.92 mol) of dibutyl ether was dropwise added thereto from the dropping funnel over a period of 2 hours under reflux of dibutyl ethe... Starting materials: ClC1=NC=CC2=CC(=CC=C12)S(=O)(=O)OC1=C(C(=C(C(=C1F)F)F)F)F (perfluorophenyl 1-chloroisoquinoline-6-sulfonate), C(#N)C1=CC(=C(C=C1)B(O)O)OC ((4-cyano-2-methoxyphenyl)boronic acid), C([O-])([O-])=O.[K+].[K+] (potassium carbonate). The reagents and catalysts are C=1C=CC(=CC1)[P](C=2C=CC=CC2)(C=3C=CC=CC3)[Pd]([P](C=4C=CC=CC4)(C=5C=CC=CC5)C=6C=CC=CC6)([P](C=7C=CC=CC7)(C=8C=CC=CC8)C=9C=CC=CC9)[P](C=1C=CC=CC1)(C=1C=CC=CC1)C=1C=CC=CC1 (Pd(Ph3P)4). The product is C(#N)C1=CC(=C(C=C1)C1=NC=CC2=CC(=CC=C12)S(=O)(=O)OC1=C(C(=C(C(=C1F)F)F)F)F)OC (perfluorophenyl 1-(4-cyano-2-methoxyphenyl)isoquinoline-6-sulfonate). The yield is 66.5%. RXN SMILES: Cl[C:2]1[C:11]2[C:6](=[CH:7][C:8]([S:12]([O:15][C:16]3[C:21]([F:22])=[C:20]([F:23])[C:19]([F:24])=[C:18]([F:25])[C:17]=3[F:26])(=[O:14])=[O:13])=[CH:9][CH:10]=2)[CH:5]=[CH:4][N:3]=1.[C:27]([C:29]1[CH:34]=[CH:33][C:32](B(O)O)=[C:31]([O:38][CH3:39])[CH:30]=1)#[N:28].C(=O)([O-])[O-].[K+].[K+]>C1C=CC([P]([Pd]([P](C2C=CC=CC=2)(C2C=CC=CC=2)C2C=CC=CC=2)([P](C2C=CC=CC=2)(C2C=CC=CC=2)C2C=CC=CC=2)[P](C2C=CC=CC=2)(C2C=CC=CC=2)C2C=CC=CC=2)(C2C=CC=CC=2)C2C=CC=CC=2)=CC=1>[C:27]([C:29]1[CH:34]=[CH:33][C:32]([C:2]2[C:11]3[C:6](=[CH:7][C:8]([S:12]([O:15][C:16]4[C:21]([F:22])=[C:20]([F:23])[C:19]([F:24])=[C:18]([F:25])[C:17]=4[F:26])(=[O:14])=[O:13])=[CH:9][CH:10]=3)[CH:5]=[CH:4][N:3]=2)=[C:31]([O:38][CH3:39])[CH:30]=1)#[N:28] |f:2.3.4,^1:49,51,70,89|. Procedure details: A vial was charged with perfluorophenyl 1-chloroisoquinoline-6-sulfonate (see Example 73, Step 1) (210 mg, 0.513 mmol), (4-cyano-2-methoxyphenyl)boronic acid (181 mg, 1.025 mmol), potassium carbonate (213 mg, 1.538 mmol), and Pd(Ph3P)4 (59.2 mg, 0.051 mmol). The vial was flushed with Ar (g), then 1,4-dioxane (1922 μl) and water (641 μl) were added. The vial was sealed and placed in a 50° C. heating bath for 1.5 h. The mixture was diluted with water and extracted with EtOAc (3×). The combined org... Starting materials: C(Cl)Cl (CH2Cl2), C(=O)([O-])[O-].[Na+].[Na+] (Na2CO3), C[Si](CCOCN(C1=CC(=NC=2N1N=CC2I)C2CCN(CC2)C(=O)OC(C)(C)C)COCC[Si](C)(C)C)(C)C (tert-butyl 4-(7-(bis((2-(trimethylsilyl)ethoxy)methyl)amino)-3-iodopyrazolo[1,5-a]pyrimidin-5-yl)piperidine-1-carboxylate), C1(=CC=CC=C1)C1=NC=C(C=C1)B1OC(C(O1)(C)C)(C)C (2-phenyl-5-(4,4,5,5-tetramethyl-1,3,2-dioxaborolan-2-yl)pyridine). The reagents and catalysts are C1=CC=C(C=C1)P([C-]2C=CC=C2)C3=CC=CC=C3.C1=CC=C(C=C1)P([C-]2C=CC=C2)C3=CC=CC=C3.Cl[Pd]Cl.[Fe+2] (PdCl2(dppf)). The solvent is COCCOC (DME). Conditions: temperature 100 celsius. Yields the product C[Si](CCOCN(C1=CC(=NC=2N1N=CC2C=2C=NC(=CC2)C2=CC=CC=C2)C2CCN(CC2)C(=O)OC(C)(C)C)COCC[Si](C)(C)C)(C)C (tert-butyl 4-(7-(bis((2-(trimethylsilyl)ethoxy)methyl)amino)-3-(6-phenylpyridin-3-yl)pyrazolo[1,5-a]pyrimidin-5-yl)piperidine-1-carboxylate). The yield is 74.2%. RXN SMILES: [CH3:1][Si:2]([CH3:40])([CH3:39])[CH2:3][CH2:4][O:5][CH2:6][N:7]([CH2:31][O:32][CH2:33][CH2:34][Si:35]([CH3:38])([CH3:37])[CH3:36])[C:8]1[N:13]2[N:14]=[CH:15][C:16](I)=[C:12]2[N:11]=[C:10]([CH:18]2[CH2:23][CH2:22][N:21]([C:24]([O:26][C:27]([CH3:30])([CH3:29])[CH3:28])=[O:25])[CH2:20][CH2:19]2)[CH:9]=1.[C:41]1([C:47]2[CH:52]=[CH:51][C:50](B3OC(C)(C)C(C)(C)O3)=[CH:49][N:48]=2)[CH:46]=[CH:45][CH:44]=[CH:43][CH:42]=1.C(Cl)Cl.C([O-])([O-])=O.[Na+].[Na+]>C1C=CC(P(C2C=CC=CC=2)[C-]2C=CC=C2)=CC=1.C1C=CC(P(C2C=CC=CC=2)[C-]2C=CC=C2)=CC=1.Cl[Pd]Cl.[Fe+2].COCCOC>[CH3:1][Si:2]([CH3:40])([CH3:39])[CH2:3][CH2:4][O:5][CH2:6][N:7]([CH2:31][O:32][CH2:33][CH2:34][Si:35]([CH3:38])([CH3:37])[CH3:36])[C:8]1[N:13]2[N:14]=[CH:15][C:16]([C:50]3[CH:49]=[N:48][C:47]([C:41]4[CH:46]=[CH:45][CH:44]=[CH:43][CH:42]=4)=[CH:52][CH:51]=3)=[C:12]2[N:11]=[C:10]([CH:18]2[CH2:23][CH2:22][N:21]([C:24]([O:26][C:27]([CH3:30])([CH3:29])[CH3:28])=[O:25])[CH2:20][CH2:19]2)[CH:9]=1 |f:3.4.5,6.7.8.9|. Procedure: To a pressure tube were charged tert-butyl 4-(7-(bis((2-(trimethylsilyl)ethoxy)methyl)amino)-3-iodopyrazolo[1,5-a]pyrimidin-5-yl)piperidine-1-carboxylate (4.2 g, 5.97 mmol), 2-phenyl-5-(4,4,5,5-tetramethyl-1,3,2-dioxaborolan-2-yl)pyridine (2 g, 7.1 mmol), PdCl2(dppf). CH2Cl2 (240 mg, 0.33 mmol), DME (16 mL) and 2M Na2CO3 (8 mL). The mixture was briefly degassed with Argon and the tube was capped and heated at 100° C. for 15 hours. On cooling, H2O (20 mL) and EtOAc (40 mL) and aqueous layer was e... Starting materials: [H-].[Na+] (NaH), [S] (sulfur), [I-].C[S+](=O)(C)C (trimethylsulfoxonium iodide), [S] (sulfur), [S] (sulfur), [H-].[Na+] (sodium hydride), [I-].C[S+](=O)(C)C (trimethylsulfoxonium iodide), [S] (sulfur), [Si](C1=CC=CC=C1)(C1=CC=CC=C1)(C(C)(C)C)OC[C@H](CC)N1C([C@@](C[C@@H]([C@H]1C1=CC=C(C=C1)Cl)C1=CC(=CC=C1)Cl)(C)/C=C/C(=O)OC)=O ((E)-Methyl 3-((3R,5R,6S)-1-((S)-1-(tert-butyldiphenylsilyloxy)butan-2-yl)-5-(3-chlorophenyl)-6-(4-chlorophenyl)-3-methyl-2-oxopiperidin-3-yl)acrylate), [I-] (iodide), [H-].[Na+] (NaH). The solvent is CS(=O)C (DMSO), CS(=O)C (DMSO), C1CCOC1 (THF), CS(=O)C (DMSO). Reaction conditions: time 1 hour. Yields the product [Si](C1=CC=CC=C1)(C1=CC=CC=C1)(C(C)(C)C)OC[C@H](CC)N1C([C@@](C[C@@H]([C@H]1C1=CC=C(C=C1)Cl)C1=CC(=CC=C1)Cl)(C)C1C(C1)C(=O)OC)=O (Methyl 2-((3R,5R,6S)-1-((S)-1-((tert-butyldiphenylsilyl)oxy)butan-2-yl)-5-(3-chlorophenyl)-6-(4-chlorophenyl)-3-methyl-2-oxopiperidin-3-yl)cyclopropanecarboxylate). Reaction SMILES: [H-].[Na+].[I-].[CH3:4][S+](C)(C)=O.[Si:9]([O:26][CH2:27][C@@H:28]([N:31]1[C@H:36]([C:37]2[CH:42]=[CH:41][C:40]([Cl:43])=[CH:39][CH:38]=2)[C@@H:35]([C:44]2[CH:49]=[CH:48][CH:47]=[C:46]([Cl:50])[CH:45]=2)[CH2:34][C@@:33](/[CH:52]=[CH:53]/[C:54]([O:56][CH3:57])=[O:55])([CH3:51])[C:32]1=[O:58])[CH2:29][CH3:30])([C:22]([CH3:25])([CH3:24])[CH3:23])([C:16]1[CH:21]=[CH:20][CH:19]=[CH:18][CH:17]=1)[C:10]1[CH:15]=[CH:14][CH:13]=[CH:12][CH:11]=1.[S].[I-]>C1COCC1.CS(C)=O>[Si:9]([O:26][CH2:27][C@@H:28]([N:31]1[C@H:36]([C:37]2[CH:38]=[CH:39][C:40]([Cl:43])=[CH:41][CH:42]=2)[C@@H:35]([C:44]2[CH:49]=[CH:48][CH:47]=[C:46]([Cl:50])[CH:45]=2)[CH2:34][C@@:33]([CH:52]2[CH2:4][CH:53]2[C:54]([O:56][CH3:57])=[O:55])([CH3:51])[C:32]1=[O:58])[CH2:29][CH3:30])([C:22]([CH3:25])([CH3:24])[CH3:23])([C:16]1[CH:21]=[CH:20][CH:19]=[CH:18][CH:17]=1)[C:10]1[CH:11]=[CH:12][CH:13]=[CH:14][CH:15]=1 |f:0.1,2.3,^3:58|. Reported procedure: To a stirred solution of sodium hydride (12 mg, 0.30 mmol, 60% dispersion in oil) in THF (1.0 mL) under an argon atmosphere was added trimethylsulfoxonium iodide (72 mg, 0.33 mmol) portionwise over 1 minute. The reaction was stirred at rt for 1 hour. A solution of (E)-methyl 3-((3R,5R,6S)-1-((S)-1-(tert-butyldiphenylsilyloxy)butan-2-yl)-5-(3-chlorophenyl)-6-(4-chlorophenyl)-3-methyl-2-oxopiperidin-3-yl)acrylate (120 mg, 0.165 mmol; Example 248, Step D) in DMSO (1.0 mL) was added dropwise over 1 ... Reactants: Cl.ClC1=CC=NC2=CC(=C(C=C12)OC)OC (4-chloro-6,7-dimethoxyquinoline hydrochloride), FC1=C(N)C=C(C(=C1)C)O (2-fluoro-5-hydroxy-4-methylaniline). Run in C(C)(C)O (isopropanol). Product: Cl.COC=1C=C2C(=CC=NC2=CC1OC)NC1=C(C=C(C(=C1)O)C)F (6,7-dimethoxy-4-(2-fluoro-5-hydroxy-4-methylanilino)quinoline hydrochloride). Isolated yield 28.6%. As a reaction SMILES: Cl.[Cl:2][C:3]1[C:12]2[C:7](=[CH:8][C:9]([O:15][CH3:16])=[C:10]([O:13][CH3:14])[CH:11]=2)[N:6]=[CH:5][CH:4]=1.[F:17][C:18]1[CH:24]=[C:23]([CH3:25])[C:22]([OH:26])=[CH:21][C:19]=1[NH2:20]>C(O)(C)C>[ClH:2].[CH3:14][O:13][C:10]1[CH:11]=[C:12]2[C:7](=[CH:8][C:9]=1[O:15][CH3:16])[N:6]=[CH:5][CH:4]=[C:3]2[NH:20][C:19]1[CH:21]=[C:22]([OH:26])[C:23]([CH3:25])=[CH:24][C:18]=1[F:17] |f:0.1,4.5|. Procedure details: A mixture of 4-chloro-6,7-dimethoxyquinoline hydrochloride (360 mg, 1.4 mmol), (prepared as described for the starting material in Example 2), and 2-fluoro-5-hydroxy-4-methylaniline (212 mg 1.5 mmol), (prepared as described for the starting material in Example 1), in isopropanol (15 ml) was heated at reflux for 3 hours. The mixture was allowed to cool and the solid product was collected by filtration, washed with acetone and dried to give 6,7-dimethoxy-4-(2-fluoro-5-hydroxy-4-methylanilino)quino...